This data is from the Open Reaction Database (ORD), a public repository of structured organic reaction records. The task is: describe an organic reaction: reactants, conditions, products, and yield Reactants: C(#N)C=1C(=C(SC1S(=O)(=O)C)C(=O)OCC)C1=CC(=C(C=C1)Cl)Cl (ethyl 4-cyano-3-(3,4-dichlorophenyl)-5-(methylsulfonyl)thiophene-2-carboxylate), N1CCOCC1 (morpholine). The solvent is C1CCOC1 (THF). Yields the product C(#N)C=1C(=C(SC1N1CCOCC1)C(=O)OCC)C1=CC(=C(C=C1)Cl)Cl (ethyl 4-cyano-3-(3,4-dichlorophenyl)-5-morpholin-4-ylthiophene-2-carboxylate). Isolated yield 63.3%. RXN SMILES: [C:1]([C:3]1[C:4]([C:17]2[CH:22]=[CH:21][C:20]([Cl:23])=[C:19]([Cl:24])[CH:18]=2)=[C:5]([C:12]([O:14][CH2:15][CH3:16])=[O:13])[S:6][C:7]=1S(C)(=O)=O)#[N:2].[NH:25]1[CH2:30][CH2:29][O:28][CH2:27][CH2:26]1>C1COCC1>[C:1]([C:3]1[C:4]([C:17]2[CH:22]=[CH:21][C:20]([Cl:23])=[C:19]([Cl:24])[CH:18]=2)=[C:5]([C:12]([O:14][CH2:15][CH3:16])=[O:13])[S:6][C:7]=1[N:25]1[CH2:30][CH2:29][O:28][CH2:27][CH2:26]1)#[N:2]. Reported procedure: A solution of ethyl 4-cyano-3-(3,4-dichlorophenyl)-5-(methylsulfonyl)thiophene-2-carboxylate (1.77 g, 4.38 mmol) and morpholine (1.91 mL, 21.9 mmol) in THF (40 mL) was stirred at rt under an atmosphere of argon for 3 days. A precipitate had formed and was filtered to give ethyl 4-cyano-3-(3,4-dichlorophenyl)-5-morpholin-4-ylthiophene-2-carboxylate (1.14 g, 63%). 1H NMR (400 MHz, d6-DMSO) δ: 7.67-7.74 (m, 2H), 7.37 (dd, 1H), 4.06 (q, 2H), 3.74-3.78 (m, 4H), 3.59-3.63 (m, 4H) and 1.06 (t, 3H). Starting materials: c1ccc(Cc2cccs2)cc1, ClC(Cl)Cl, O=S(=O)(O)Cl. Product: O=S(=O)(O)c1ccc(Cc2ccccc2)s1. Reaction SMILES: [CH2:1]([c:2]1[cH:3][cH:4][cH:5][cH:6][cH:7]1)[c:8]1[s:9][cH:10][cH:11][cH:12]1.[CH:18]([Cl:19])([Cl:20])[Cl:21].[Cl:13][S:14](=[O:15])(=[O:16])[OH:17]>>[CH2:1]([c:2]1[cH:3][cH:4][cH:5][cH:6][cH:7]1)[c:8]1[s:9][c:10]([S:14](=[O:15])(=[O:16])[OH:17])[cH:11][cH:12]1. The reactants are FC1=CC=C(C=C1)C1=NC(=NC(=C1C(=O)OC)C(C)C)SC (methyl 4-(4′-fluorophenyl)-6-isopropyl-2-methylthio-pyrimidin-5-yl-carboxylate), FC1=CC=C(C=C1)C1=NC(=NC(=C1C(=O)OC)C(C)C)SC (methyl 4-(4′-fluorophenyl)-6-isopropyl-2-methylthio-pyrimidin-5-yl-carboxylate), C1(=CC=CC=C1)C (toluene), [H-].C(C(C)C)[Al+]CC(C)C (diisobutyl aluminum hydride). The solvent is O (water). Yields the product FC1=CC=C(C=C1)C1=NC(=NC(=C1CO)C(C)C)SC (4-(4′-fluorophenyl)-6-isopropyl-2-methylthio-5-hydroxymethyl-pyrimidine). Isolated yield 87.6%. As a reaction SMILES: [F:1][C:2]1[CH:7]=[CH:6][C:5]([C:8]2[C:13]([C:14](OC)=[O:15])=[C:12]([CH:18]([CH3:20])[CH3:19])[N:11]=[C:10]([S:21][CH3:22])[N:9]=2)=[CH:4][CH:3]=1.C1(C)C=CC=CC=1.[H-].C([Al+]CC(C)C)C(C)C>O>[F:1][C:2]1[CH:7]=[CH:6][C:5]([C:8]2[C:13]([CH2:14][OH:15])=[C:12]([CH:18]([CH3:20])[CH3:19])[N:11]=[C:10]([S:21][CH3:22])[N:9]=2)=[CH:4][CH:3]=1 |f:2.3|. Procedure details: 20 g (62.5 mmol) of methyl 4-(4′-fluorophenyl)-6-isopropyl-2-methylthio-pyrimidin-5-yl-carboxylate (10) and 300 mL of dry anhydrous toluene were loaded in a IL three-neck round bottomed flask, equipped with a mechanical stirrer and an air duct, and stirred under a nitrogen atmosphere. 100 mmol of diisobutyl aluminum hydride (DIBAI-H) was then added in batches into the mixture while cooling in an ice-salt bath. After TLC assay showed that the starting compound (10) was depleted, the reaction mixt... Reactants: [BH4-].[Na+] (sodium borohydride), OCCNC(CC1=CC=C(C=C1)OCCCCCCO)C (N-(2-hydroxyethyl)-2-(4-(6-hydroxyhexoxy)phenyl)-1-methylethylamine), FC(C=1SC=C(N1)C(CBr)=O)(F)F (2-trifluoromethyl-4-bromoacetyl-thiazole), C(O)([O-])=O.[K+] (potassium hydrogen carbonate). The solvent is CC(=O)C (acetone), FC(C(=O)O)(F)F (trifluoroacetic acid). The product is OCCCCCCOC1=CC=C(C=C1)CC(C)N1CC(OCC1)C=1N=C(SC1)C(F)(F)F (N-[2-(4-(6-Hydroxyhexoxy)phenyl)-1-methylethyl]-2-(2-trifluoromethyl-thiazol-4-yl)morpholine). Reaction SMILES: O[CH2:2][CH2:3][NH:4][CH:5]([CH3:21])[CH2:6][C:7]1[CH:12]=[CH:11][C:10]([O:13][CH2:14][CH2:15][CH2:16][CH2:17][CH2:18][CH2:19][OH:20])=[CH:9][CH:8]=1.[F:22][C:23]([F:34])([F:33])[C:24]1[S:25][CH:26]=[C:27]([C:29](=[O:32])[CH2:30]Br)[N:28]=1.C(=O)([O-])O.[K+].[BH4-].[Na+]>CC(C)=O.FC(F)(F)C(O)=O>[OH:20][CH2:19][CH2:18][CH2:17][CH2:16][CH2:15][CH2:14][O:13][C:10]1[CH:11]=[CH:12][C:7]([CH2:6][CH:5]([N:4]2[CH2:3][CH2:2][O:32][CH:29]([C:27]3[N:28]=[C:24]([C:23]([F:34])([F:33])[F:22])[S:25][CH:26]=3)[CH2:30]2)[CH3:21])=[CH:8][CH:9]=1 |f:2.3,4.5|. Procedure details: Prepared by analogy to Example 32 by reaction of N-(2-hydroxyethyl)-2-(4-(6-hydroxyhexoxy)phenyl)-1-methylethylamine with 2-trifluoromethyl-4-bromoacetyl-thiazole and potassium hydrogen carbonate in acetone at room temperature, followed by reduction with sodium borohydride in trifluoroacetic acid. The resulting crude product is purified on a silica gel column using toluene/ethyl acetate=6:4 as eluant.